describe an organic reaction: reactants, conditions, products, and yield From a dataset of the Open Reaction Database (ORD), a public repository of structured organic reaction records. Starting materials: S(O)(O)(=O)=O (sulfuric acid), BrC(Br)CC(=O)OC1=C(C(C(=O)OC)=CC=C1)O (Methyl 3-(1,1-dibromo)methylacetoxysalicylate), CO (methanol), O (water). Reaction conditions: temperature 22.5 celsius, time 30 minute. The product is C(=O)C=1C(=C(C(=O)OC)C=CC1)O (Methyl 3-formyl-2-hydroxybenzoate). As a reaction SMILES: S(=O)(=O)(O)O.BrC(CC(O[C:13]1[CH:22]=[CH:21][CH:20]=[C:15]([C:16]([O:18][CH3:19])=[O:17])[C:14]=1[OH:23])=O)Br.[OH2:24].[CH3:25]O>>[CH:25]([C:13]1[C:14]([OH:23])=[C:15]([CH:20]=[CH:21][CH:22]=1)[C:16]([O:18][CH3:19])=[O:17])=[O:24]. Reported procedure: 63 ml of concentrated sulfuric acid were added dropwise at approximately 20 to 25° C. to a solution of 64 g (0.17 mol) of the dibromide of Example 1 in 500 ml of anhydrous methanol. The temperature of the reaction solution was kept at 30° C. by cooling. After the mixture had been stirred for 30 minutes at 20 to 25° C., it was heated for 3 hours to 50° C. The reaction mixture was stirred into approximately 3.5 l of water. The precipitate was filtered off and washed with water and then with a pent...